Dataset: the Open Reaction Database (ORD), a public repository of structured organic reaction records. Task: describe an organic reaction: reactants, conditions, products, and yield Starting materials: CC(=O)[O-], CC(=O)OC(C)=O, CCO, COc1cc(C(=O)N2CCC3(CC2)Oc2cc(Cl)ccc2-n2c(C=O)ccc23)ccc1C(F)(F)F, ClCCl, Cl, NO, [Na+], [Na+], O=C([O-])O, O. Yields the product COc1cc(C(=O)N2CCC3(CC2)Oc2cc(Cl)ccc2-n2c(C#N)ccc23)ccc1C(F)(F)F. RXN SMILES: [CH3:40][C:41](=[O:42])[O-:43].[CH3:44][C:45]([O:46][C:47]([CH3:48])=[O:49])=[O:50].[CH3:56][CH2:57][OH:58].[Cl:1][c:2]1[cH:3][cH:4][c:5]2[c:6]([cH:35]1)[O:7][C:8]1([c:9]3[n:10]-2[c:11]([CH:14]=[O:15])[cH:12][cH:13]3)[CH2:16][CH2:17][N:18]([C:21]([c:22]2[cH:23][c:24]([O:32][CH3:33])[c:25]([C:28]([F:29])([F:30])[F:31])[cH:26][cH:27]2)=[O:34])[CH2:19][CH2:20]1.[Cl:60][CH2:61][Cl:62].[ClH:36].[NH2:37][OH:38].[Na+:39].[Na+:55].[O-:51][C:52]([OH:53])=[O:54].[OH2:59]>>[Cl:1][c:2]1[cH:3][cH:4][c:5]2[c:6]([cH:35]1)[O:7][C:8]1([c:9]3[n:10]-2[c:11]([C:14]#[N:37])[cH:12][cH:13]3)[CH2:16][CH2:17][N:18]([C:21]([c:22]2[cH:23][c:24]([O:32][CH3:33])[c:25]([C:28]([F:29])([F:30])[F:31])[cH:26][cH:27]2)=[O:34])[CH2:19][CH2:20]1. Starting materials: CC1(OB(OC1(C)C)C=1C=NN(C1)C1CCN(CC1)C(=O)OC(C)(C)C)C (tert-butyl 4-(4-(4,4,5,5-tetramethyl-1,3,2-dioxaborolan-2-yl)-1H-pyrazol-1-yl)piperidine-1-carboxylate), FC=1C=C(C=CC1OC1=C2C(=NC=C1)N(N=C2I)CC2=CC=C(C=C2)OC)NC(=O)C=2C(N(N=CC2)C2=CC=C(C=C2)F)=O (N-(3-fluoro-4-(3-iodo-1-(4-methoxybenzyl)-1H-pyrazolo[3,4-b]pyridin-4-yloxy)phenyl)-2-(4-fluorophenyl)-3-oxo-2,3-dihydropyridazine-4-carboxamide), C([O-])([O-])=O.[K+].[K+] (potassium carbonate). The reagents and catalysts are C=1C=CC(=CC1)[P](C=2C=CC=CC2)(C=3C=CC=CC3)[Pd]([P](C=4C=CC=CC4)(C=5C=CC=CC5)C=6C=CC=CC6)([P](C=7C=CC=CC7)(C=8C=CC=CC8)C=9C=CC=CC9)[P](C=1C=CC=CC1)(C=1C=CC=CC1)C=1C=CC=CC1 (Pd(PPh3)4). Conditions: temperature 100 celsius. Product: NC1=CC(=C(OC2=C3C(=NC=C2)N(N=C3C=3C=NN(C3)C3CCN(CC3)C(=O)OC(C)(C)C)CC3=CC=C(C=C3)OC)C=C1)F (tert-butyl 4-(4-(4-(4-amino-2-fluorophenoxy)-1-(4-methoxybenzyl)-1H-pyrazolo[3,4-b]pyridin-3-yl)-1H-pyrazol-1-yl)piperidine-1-carboxylate). Isolated yield 36.1%. RXN SMILES: CC1(C)C(C)(C)OB([C:9]2[CH:10]=[N:11][N:12]([CH:14]3[CH2:19][CH2:18][N:17]([C:20]([O:22][C:23]([CH3:26])([CH3:25])[CH3:24])=[O:21])[CH2:16][CH2:15]3)[CH:13]=2)O1.[F:28][C:29]1[CH:30]=[C:31]([NH:55]C(C2C(=O)N(C3C=CC(F)=CC=3)N=CC=2)=O)[CH:32]=[CH:33][C:34]=1[O:35][C:36]1[CH:41]=[CH:40][N:39]=[C:38]2[N:42]([CH2:46][C:47]3[CH:52]=[CH:51][C:50]([O:53][CH3:54])=[CH:49][CH:48]=3)[N:43]=[C:44](I)[C:37]=12.C(=O)([O-])[O-].[K+].[K+]>C1C=CC([P]([Pd]([P](C2C=CC=CC=2)(C2C=CC=CC=2)C2C=CC=CC=2)([P](C2C=CC=CC=2)(C2C=CC=CC=2)C2C=CC=CC=2)[P](C2C=CC=CC=2)(C2C=CC=CC=2)C2C=CC=CC=2)(C2C=CC=CC=2)C2C=CC=CC=2)=CC=1>[NH2:55][C:31]1[CH:32]=[CH:33][C:34]([O:35][C:36]2[CH:41]=[CH:40][N:39]=[C:38]3[N:42]([CH2:46][C:47]4[CH:52]=[CH:51][C:50]([O:53][CH3:54])=[CH:49][CH:48]=4)[N:43]=[C:44]([C:9]4[CH:10]=[N:11][N:12]([CH:14]5[CH2:15][CH2:16][N:17]([C:20]([O:22][C:23]([CH3:24])([CH3:25])[CH3:26])=[O:21])[CH2:18][CH2:19]5)[CH:13]=4)[C:37]=23)=[C:29]([F:28])[CH:30]=1 |f:2.3.4,^1:81,83,102,121|. Reported procedure: A 100 mL round-bottomed flask was charged with tert-butyl 4-(4-(4,4,5,5-tetramethyl-1,3,2-dioxaborolan-2-yl)-1H-pyrazol-1-yl)piperidine-1-carboxylate (0.289 g, 0.765 mmol), 4-(1-(4-methoxybenzyl)-3-iodo-1H-pyrazolo[3,4-b]pyridin-4-yloxy)-3-fluorobenzenamine (0.250 g, 0.510 mmol from Example 63, Step A), potassium carbonate (0.106 g, 0.765 mmol), Pd(PPh3)4 (0.0295 g, 0.0255 mmol), degassed DMF (2 mL) and water (0.5 mL). The reaction mixture was heated at 100° C. using a CEM microwave for 2 hours.... Starting materials: C(C=C)ON(S(=O)(=O)C1=C(C=CC=C1)[N+](=O)[O-])[C@@H]1C=C([C@H](NC1)C(=O)N)CC ((2S,5R)-5-(N-(allyloxy)-2-nitrophenylsulfonamido)-3-ethyl-1,2,5,6-tetrahydropyridine-2-carboxamide), C(C=C)ON(S(=O)(=O)C1=C(C=CC=C1)[N+](=O)[O-])[C@@H]1C=C([C@H](NC1)C(=O)N)CC ((2S,5R)-5-(N-(allyloxy)-2-nitrophenylsulfonamido)-3-ethyl-1,2,5,6-tetrahydropyridine-2-carboxamide), C(C=C)ON[C@H]1CN[C@@H](C=C1C)CO[Si](C)(C)C(C)(C)C (O-allyl-N-((3R,6S)-6-((tert-butyldimethylsilyloxy)methyl)-4-methyl-1,2,3,6-tetrahydropyridin-3-yl)hydroxylamine). Run in CO.ClCCl (methanol dichloromethane). Yields the product C(C=C)ONC1C=C([C@@H](NC1)C(=O)N)CC ((R)-5-(allyloxyamino)-3-ethyl-1,2,5,6-tetrahydropyridine-2-carboxamide). Isolated yield 74.3%. RXN SMILES: [CH2:1]([O:4][N:5]([C@H:18]1[CH2:23][NH:22][C@H:21]([C:24]([NH2:26])=[O:25])[C:20]([CH2:27][CH3:28])=[CH:19]1)S(C1C=CC=CC=1[N+]([O-])=O)(=O)=O)[CH:2]=[CH2:3].C(ON[C@@H]1C(C)=C[C@@H](CO[Si](C(C)(C)C)(C)C)NC1)C=C>CO.ClCCl>[CH2:1]([O:4][NH:5][CH:18]1[CH2:23][NH:22][C@@H:21]([C:24]([NH2:26])=[O:25])[C:20]([CH2:27][CH3:28])=[CH:19]1)[CH:2]=[CH2:3] |f:2.3|. Reported procedure: The title compound was prepared from (2S,5R)-5-(N-(allyloxy)-2-nitrophenylsulfonamido)-3-ethyl-1,2,5,6-tetrahydropyridine-2-carboxamide (Intermediate 213, 0.87 g, 2.12 mmol) following the procedure described for Intermediate 12. Silica gel chromatography (0%-8% methanol/dichloromethane) afforded the title compound (0.355 g, 74.3%) as an off-white solid upon drying on high-vacuum. Procedure: A solution of 4-(2-chloro-6-morpholino-9H-purin-9-yl)-2-methylbutan-2-ol (360 mg, 1.1 mmol) and N,N,N′,N′-tetramethylethylenediamine (0.25 mL, 1.7 mmol) in THF (8.1 mL) was cooled to −42° C. and treated with a solution of 2.5M n-butyllithium in hexane (BuLi, 2.0 mL, 5.0 mmol) dropwise over 5 minutes. After 30 minutes at −42° C., 1-chloro-2-iodoethane (0.51 mL, 5.4 mmol) was added and the reaction mixture was slowly warmed to 0° C. over 1 hr. The mixture was quenched with a saturated solution of ... Product: ClC1=NC(=C2N=C(N(C2=N1)CCC(C)(O)C)I)N1CCOCC1 (4-(2-chloro-8-iodo-6-morpholino-9H-purin-9-yl)-2-methylbutan-2-ol). Run in C1CCOC1 (THF). RXN SMILES: [Cl:1][C:2]1[N:10]=[C:9]2[C:5]([N:6]=[CH:7][N:8]2[CH2:11][CH2:12][C:13]([CH3:16])([OH:15])[CH3:14])=[C:4]([N:17]2[CH2:22][CH2:21][O:20][CH2:19][CH2:18]2)[N:3]=1.CN(C)CCN(C)C.C([Li])CCC.CCCCCC.ClCC[I:45]>C1COCC1>[Cl:1][C:2]1[N:10]=[C:9]2[C:5]([N:6]=[C:7]([I:45])[N:8]2[CH2:11][CH2:12][C:13]([CH3:16])([OH:15])[CH3:14])=[C:4]([N:17]2[CH2:22][CH2:21][O:20][CH2:19][CH2:18]2)[N:3]=1. Yield: 78.5%. Conditions: temperature 0 celsius, time 30 minute. The reactants are ClCCI (1-chloro-2-iodoethane), ClC1=NC(=C2N=CN(C2=N1)CCC(C)(O)C)N1CCOCC1 (4-(2-chloro-6-morpholino-9H-purin-9-yl)-2-methylbutan-2-ol), CN(CCN(C)C)C (N,N,N′,N′-tetramethylethylenediamine), C(CCC)[Li] (n-butyllithium), CCCCCC (hexane). Reactants: O1C(CCCC1)OCC1=CC(=NC=C1)N1CCN(CC1)C(=O)OCC1=CC=CC=C1 (benzyl 4-(4-((tetrahydro-2H-pyran-2-yloxy)methyl)pyridin-2-yl)piperazine-1-carboxylate), S(=O)(Cl)Cl (thionyl chloride), C(=O)(O)[O-].[Na+] (NaHCO3), O (H2O). The solvent is C(Cl)Cl (DCM). Reaction conditions: time 8 hour. Yields the product ClCC1=CC(=NC=C1)N1CCN(CC1)C(=O)OCC1=CC=CC=C1 (benzyl 4-(4-(chloromethyl)pyridin-2-yl)piperazine-1-carboxylate). Yield: 81.7%. Reaction SMILES: O1CCCCC1O[CH2:8][C:9]1[CH:14]=[CH:13][N:12]=[C:11]([N:15]2[CH2:20][CH2:19][N:18]([C:21]([O:23][CH2:24][C:25]3[CH:30]=[CH:29][CH:28]=[CH:27][CH:26]=3)=[O:22])[CH2:17][CH2:16]2)[CH:10]=1.S(Cl)([Cl:33])=O.O.C([O-])(O)=O.[Na+]>C(Cl)Cl>[Cl:33][CH2:8][C:9]1[CH:14]=[CH:13][N:12]=[C:11]([N:15]2[CH2:20][CH2:19][N:18]([C:21]([O:23][CH2:24][C:25]3[CH:30]=[CH:29][CH:28]=[CH:27][CH:26]=3)=[O:22])[CH2:17][CH2:16]2)[CH:10]=1 |f:3.4|. Reported procedure: To a solution of benzyl 4-(4-((tetrahydro-2H-pyran-2-yloxy)methyl)pyridin-2-yl)piperazine-1-carboxylate (7.3 g, 17.7 mmol) in DCM (30 mL), thionyl chloride (7.7 mL, 106.6 mmol) was added slowly at RT, followed by the addition of H2O (0.05 mL). The mixture was stirred at RT overnight, poured into a solution of aqueous NaHCO3 (sat., 50 mL), and extracted with DCM (2×30 mL). The combined organic layers were washed with H2O (50 mL) and brine (20 mL), dried over Na2SO4, filtered, and concentrated to ... Starting materials: C, CCO, CC1(O)CCC(NC(=O)OCc2ccccc2)CC1, [Pd]. Product: CC1(O)CCC(N)CC1. Reaction SMILES: [C:23].[CH3:20][CH2:21][OH:22].[OH:1][C:2]1([CH3:19])[CH2:3][CH2:4][CH:5]([NH:8][C:9](=[O:10])[O:11][CH2:12][c:13]2[cH:14][cH:15][cH:16][cH:17][cH:18]2)[CH2:6][CH2:7]1.[Pd:24]>>[OH:1][C:2]1([CH3:19])[CH2:3][CH2:4][CH:5]([NH2:8])[CH2:6][CH2:7]1. Starting materials: CCCC=CCO, CCCCCC12CCC(c3ccc(O)cc3)(CC1)CC2, C1CCOC1, c1ccc(P(c2ccccc2)c2ccccc2)cc1. Product: CCCC=CCOc1ccc(C23CCC(CCCCC)(CC2)CC3)cc1. As a reaction SMILES: [CH2:20]([CH:21]=[CH:22][CH2:23][CH2:24][CH3:25])[OH:26].[CH2:27]([CH2:28][CH2:29][CH2:30][CH3:31])[C:32]12[CH2:33][CH2:34][C:35]([c:40]3[cH:41][cH:42][c:43]([OH:46])[cH:44][cH:45]3)([CH2:36][CH2:37]1)[CH2:38][CH2:39]2.[O:47]1[CH2:48][CH2:49][CH2:50][CH2:51]1.[c:1]1([P:2]([c:3]2[cH:4][cH:5][cH:6][cH:7][cH:8]2)[c:9]2[cH:10][cH:11][cH:12][cH:13][cH:14]2)[cH:15][cH:16][cH:17][cH:18][cH:19]1>>[CH2:20]([CH:21]=[CH:22][CH2:23][CH2:24][CH3:25])[O:26][c:43]1[cH:42][cH:41][c:40]([C:35]23[CH2:34][CH2:33][C:32]([CH2:27][CH2:28][CH2:29][CH2:30][CH3:31])([CH2:37][CH2:36]2)[CH2:39][CH2:38]3)[cH:45][cH:44]1.